Dataset: the Open Reaction Database (ORD), a public repository of structured organic reaction records. Task: describe an organic reaction: reactants, conditions, products, and yield Starting materials: OC1=C(C=CC=C1)C(CC(=O)C1=C(C=C(C=C1)OC)[N+](=O)[O-])=O (1-(2-Hydroxyphenyl)-3-(4-methoxy-2-nitrophenyl)propane-1,3-dione). The solvent is Cl (HCl), C(C)(=O)O (acetic acid), O (water). Run at temperature 100 celsius. The product is COC1=CC(=C(C=C1)C=1OC2=CC=CC=C2C(C1)=O)[N+](=O)[O-] (2-(4-methoxy-2-nitrophenyl)-4H-chromen-4-one). The yield is 70.3%. RXN SMILES: O[C:2]1[CH:7]=[CH:6][CH:5]=[CH:4][C:3]=1[C:8](=[O:23])[CH2:9][C:10]([C:12]1[CH:17]=[CH:16][C:15]([O:18][CH3:19])=[CH:14][C:13]=1[N+:20]([O-:22])=[O:21])=[O:11]>Cl.C(O)(=O)C.O>[CH3:19][O:18][C:15]1[CH:16]=[CH:17][C:12]([C:10]2[O:11][C:4]3[C:3]([C:8](=[O:23])[CH:9]=2)=[CH:2][CH:7]=[CH:6][CH:5]=3)=[C:13]([N+:20]([O-:22])=[O:21])[CH:14]=1. Reported procedure: 1-(2-Hydroxyphenyl)-3-(4-methoxy-2-nitrophenyl)propane-1,3-dione (5.92 g, 18.77 mmol) was dissolved in a mixture of 48% HCl (2 mL) and acetic acid (35 mL) and heated at 100° C. for 1 h. The reaction mixture was cooled to rt, diluted with water and extracted with ethyl acetate. The organic layer was washed with water, brine, dried and concentrated to give the crude compound, which was purified by column chromatography using 5% ethyl acetate in CH2Cl2 to give 2-(4-methoxy-2-nitrophenyl)-4H-chromen... The reactants are C[C@H]\1C(NC=2C=CC=CC2C=2C=CN=C([C@H](C/C=C1)NC(OC(C)(C)C)=O)C2)=O (tert-Butyl N-[(10R,11E,14S)-10-methyl-9-oxo-8,16-diazatricyclo[13.3.1.02,7]nonadeca-1(19),2(7),3,5,11,15,17-heptaen-14-yl]carbamate). Reagents/catalysts: [Pt](=O)=O (platinum(IV) oxide). The solvent is CCOC(=O)C (EtOAc). Run at time 8 hour. Yields the product C[C@H]1C(NC=2C=CC=CC2C=2C=CN=C([C@H](CCC1)NC(OC(C)(C)C)=O)C2)=O (tert-Butyl N-[(10R,14S)-10-methyl-9-oxo-8,16-diazatricyclo[13.3.1.02,7]nonadeca-1(19),2(7),3,5,15,17-hexaen-14-yl]carbamate). Yield: 97.1%. RXN SMILES: [CH3:1][C@H:2]1[C:3](=[O:29])[NH:4][C:5]2[CH:6]=[CH:7][CH:8]=[CH:9][C:10]=2[C:11]2[CH:12]=[CH:13][N:14]=[C:15]([CH:28]=2)[C@@H:16]([NH:20][C:21](=[O:27])[O:22][C:23]([CH3:26])([CH3:25])[CH3:24])[CH2:17][CH:18]=[CH:19]1>CCOC(C)=O.[Pt](=O)=O>[CH3:1][C@@H:2]1[CH2:19][CH2:18][CH2:17][C@H:16]([NH:20][C:21](=[O:27])[O:22][C:23]([CH3:24])([CH3:26])[CH3:25])[C:15]2[CH:28]=[C:11]([CH:12]=[CH:13][N:14]=2)[C:10]2[CH:9]=[CH:8][CH:7]=[CH:6][C:5]=2[NH:4][C:3]1=[O:29]. Reported procedure: 45F (974 mg, 2.475 mmol) in EtOAc (49.500 mL) was added platinum(IV) oxide (56.2 mg, 0.248 mmol). The reaction mixture was charged with H2 balloon and vacuum/H2 several times. The reaction was stirred at rt under H2 overnight. The reaction was filtered and concentrated to give the desired product (0.95 g, 97%) as a brownish solid. 1H NMR (500 MHz, CHLOROFORM-d) δ 8.68 (d, J=5.0 Hz, 1H), 7.47-7.30 (m, 5H), 7.26-7.22 (m, 1H), 6.79 (br. s., 1H), 5.85 (d, J=7.7 Hz, 1H), 4.74 (br. s., 1H), 2.52-2.42 ... The reactants are N1CCC(CC1)CN(C1CCC=2C=CC(=CC2C1)OS(=O)(=O)C(F)(F)F)CCC (trifluoro-methanesulfonic acid 7-(piperidin-4-ylmethyl-propyl-amino)-5,6,7,8-tetrahydro-naphthalen-2-yl ester), solution, solution, N1(CCOCC1)C(=O)Cl (morpholine 4-carbonyl chloride). Solvent: C(C)#N (acetonitrile), ClCCl (dichloromethane), CCN(C(C)C)C(C)C (DIEA). Reaction SMILES: [NH:1]1[CH2:6][CH2:5][CH:4]([CH2:7][N:8]([CH2:27][CH2:28][CH3:29])[CH:9]2[CH2:18][C:17]3[CH:16]=[C:15]([O:19][S:20]([C:23]([F:26])([F:25])[F:24])(=[O:22])=[O:21])[CH:14]=[CH:13][C:12]=3[CH2:11][CH2:10]2)[CH2:3][CH2:2]1.[N:30]1([C:36](Cl)=[O:37])[CH2:35][CH2:34][O:33][CH2:32][CH2:31]1>C(#N)C.ClCCl.CCN(C(C)C)C(C)C>[N:30]1([C:36]([N:1]2[CH2:6][CH2:5][CH:4]([CH2:7][N:8]([CH2:27][CH2:28][CH3:29])[CH:9]3[CH2:18][C:17]4[CH:16]=[C:15]([O:19][S:20]([C:23]([F:26])([F:24])[F:25])(=[O:22])=[O:21])[CH:14]=[CH:13][C:12]=4[CH2:11][CH2:10]3)[CH2:3][CH2:2]2)=[O:37])[CH2:35][CH2:34][O:33][CH2:32][CH2:31]1. Run at temperature 25 celsius, time 48 hour. The product is N1(CCOCC1)C(=O)N1CCC(CC1)CN(C1CCC=2C=CC(=CC2C1)OS(=O)(=O)C(F)(F)F)CCC (Trifluoro-methanesulfonic acid 7-{[1-(morpholine-4-carbonyl)-piperidin-4-ylmethyl]-propyl-amino}-5,6,7,8-tetrahydro-naphthalen-2-yl ester). Procedure details: To a solution of trifluoro-methanesulfonic acid 7-(piperidin-4-ylmethyl-propyl-amino)-5,6,7,8-tetrahydro-naphthalen-2-yl ester (200 μL of a 0.19 M solution in acetonitrile, 36 μmole) was added 220 μL of a 0.25 M solution of morpholine 4-carbonyl chloride in dichloromethane and 30 μL of DIEA. The solution was allowed to stir for 48 h at 25° C. under N2, and was then concentrated in vacuo. The final product was isolated by preparative RPHPLC (YMC Combiprep ODS-A column, 10-90% acetonitrile: water ... Starting materials: CCOC(=O)N1CCc2nnc(S)cc2C1, CNN. Product: CCOC(=O)N1CCc2nnc(N(C)N)cc2C1. As a reaction SMILES: [CH2:1]([CH3:2])[O:3][C:4](=[O:5])[N:6]1[CH2:7][c:8]2[c:9]([n:10][n:11][c:12]([SH:14])[cH:13]2)[CH2:15][CH2:16]1.[CH3:17][NH:18][NH2:19]>>[CH2:1]([CH3:2])[O:3][C:4](=[O:5])[N:6]1[CH2:7][c:8]2[c:9]([n:10][n:11][c:12]([N:18]([CH3:17])[NH2:19])[cH:13]2)[CH2:15][CH2:16]1. Reactants: Cc1cc(N2CCC(CN3CCCC3C)C2)ccc1N, Cc1ccc2c(O)c(C(=O)O)cnc2n1. Yields the product Cc1ccc2c(O)c(C(=O)Nc3ccc(N4CCC(CN5CCCC5C)C4)cc3C)cnc2n1. RXN SMILES: [CH3:1][c:2]1[c:3]([NH2:20])[cH:4][cH:5][c:6]([N:8]2[CH2:9][CH:10]([CH2:13][N:14]3[CH:15]([CH3:19])[CH2:16][CH2:17][CH2:18]3)[CH2:11][CH2:12]2)[cH:7]1.[OH:21][c:22]1[c:23]([C:33](=[O:34])[OH:35])[cH:24][n:25][c:26]2[n:27][c:28]([CH3:32])[cH:29][cH:30][c:31]12>>[CH3:1][c:2]1[c:3]([NH:20][C:33]([c:23]2[c:22]([OH:21])[c:31]3[c:26]([n:25][cH:24]2)[n:27][c:28]([CH3:32])[cH:29][cH:30]3)=[O:34])[cH:4][cH:5][c:6]([N:8]2[CH2:9][CH:10]([CH2:13][N:14]3[CH:15]([CH3:19])[CH2:16][CH2:17][CH2:18]3)[CH2:11][CH2:12]2)[cH:7]1. Reactants: [O-]CC.[Na+] (sodium ethoxide), C(=O)C1=CC=C(C=C1)NC(OCC=C)=O (allyl 4-formylphenylcarbamate), C(C)OC(CN=[N+]=[N-])=O (ethylazidoacetate), O1CCCC1 (tetrahydrofuran). Run in C(C)O (ethanol), C(C)O (ethanol). Conditions: temperature 0 celsius, time 1.5 hour. Yields the product C(C=C)OC(=O)NC1=CC=C(C=C1)/C=C(\C(=O)OCC)/N=[N+]=[N-] (ethyl (2E)-3-(4-{[(allyloxy)carbonyl]amino}phenyl)-2-azidoprop-2-enoate). Isolated yield 49.9%. As a reaction SMILES: [O-]CC.[Na+].[CH:5]([C:7]1[CH:12]=[CH:11][C:10]([NH:13][C:14](=[O:19])[O:15][CH2:16][CH:17]=[CH2:18])=[CH:9][CH:8]=1)=O.[CH2:20]([O:22][C:23](=[O:28])[CH2:24][N:25]=[N+:26]=[N-:27])[CH3:21].O1CCCC1>C(O)C>[CH2:16]([O:15][C:14]([NH:13][C:10]1[CH:11]=[CH:12][C:7](/[CH:5]=[C:24](/[N:25]=[N+:26]=[N-:27])\[C:23]([O:22][CH2:20][CH3:21])=[O:28])=[CH:8][CH:9]=1)=[O:19])[CH:17]=[CH2:18] |f:0.1|. Procedure: To a solution of 689 mg (10.13 mmol) sodium ethoxide in 5 mL absolute ethanol at 0° C. was added a solution of 500 mg (2.44 mmol) of allyl 4-formylphenylcarbamate and 1.25 g (9.75 mmol) ethylazidoacetate dissolved in 5 mL absolute ethanol and 1 mL tetrahydrofuran dropwise over 5 minutes. The mixture was stirred at 0° C. for 1.5 h, then partitioned between ethyl acetate and 1 N HCl until neutral. The organic phase was dried over magnesium sulfate, concentrated and purified by column chromatograph...